Dataset: the Open Reaction Database (ORD), a public repository of structured organic reaction records. Task: describe an organic reaction: reactants, conditions, products, and yield Reactants: [Na+], [OH-], COC(=O)c1ccc(C(=O)NN=C(C)c2nn(C)c(-c3ccc(C(F)(F)F)cc3)c2O)cc1[N+](=O)[O-]. Product: CC(=NNC(=O)c1ccc(C(=O)O)c([N+](=O)[O-])c1)c1nn(C)c(-c2ccc(C(F)(F)F)cc2)c1O. RXN SMILES: [Na+:38].[OH-:37].[OH:1][c:2]1[c:3]([C:18]([CH3:19])=[N:20][NH:21][C:22](=[O:23])[c:24]2[cH:25][c:26]([N+:34](=[O:35])[O-:36])[c:27]([C:28](=[O:29])[O:30][CH3:31])[cH:32][cH:33]2)[n:4][n:5]([CH3:17])[c:6]1-[c:7]1[cH:8][cH:9][c:10]([C:13]([F:14])([F:15])[F:16])[cH:11][cH:12]1>>[OH:1][c:2]1[c:3]([C:18]([CH3:19])=[N:20][NH:21][C:22](=[O:23])[c:24]2[cH:25][c:26]([N+:34](=[O:35])[O-:36])[c:27]([C:28](=[O:29])[OH:30])[cH:32][cH:33]2)[n:4][n:5]([CH3:17])[c:6]1-[c:7]1[cH:8][cH:9][c:10]([C:13]([F:14])([F:15])[F:16])[cH:11][cH:12]1. Starting materials: NC1=CC2=C(C=CN3C(C2=O)=CC=C3)C=C1 (9-amino-11H-pyrrolo[2,1-b][3]benzazepin-11-one), C(#N)[BH3-].[Na+] (sodium cyano borohydride), C=O (formaldehyde), C(C)#N (acetonitrile). Run in C(C)(=O)O (acetic acid). Run at time 15 minute. Product: CN(C1=CC2=C(C=CN3C(C2=O)=CC=C3)C=C1)C (9-dimethylamino-11H-pyrrolo[2,1-b][3]benzazepin-11-one). RXN SMILES: N[C:2]1[CH:16]=[CH:15][C:5]2[CH:6]=[CH:7][N:8]3[CH:14]=[CH:13][CH:12]=[C:9]3[C:10](=[O:11])[C:4]=2[CH:3]=1.C=O.[C:19](#N)C.[C:22]([BH3-])#[N:23].[Na+]>C(O)(=O)C>[CH3:19][N:23]([CH3:22])[C:2]1[CH:16]=[CH:15][C:5]2[CH:6]=[CH:7][N:8]3[CH:14]=[CH:13][CH:12]=[C:9]3[C:10](=[O:11])[C:4]=2[CH:3]=1 |f:3.4|. Procedure details: To a solution of 9-amino-11H-pyrrolo[2,1-b][3]benzazepin-11-one (2.1 g., 10 mmoles) and 4 ml. (50 mmole) of 37% aqueous formaldehyde in 15 ml. of acetonitrile is added 1 g. (16 mmoles) of sodium cyano borohydride. A vigorous and exothermic reaction takes place and a dark residue separates. The mixture is stirred for 15 mins. and then glacial acetic acid is added dropwise until the solution tests neutral on wet pH paper. Stirring is maintained for an additional 2 hrs. The volatiles are removed un... Reactants: (R,R)-(+)-2,2′-bis[(S)—(N,N-dimethylamino)(phenyl)methyl]-1,1′-bis[di(3,5-dimethyl-4-methoxyphenyl)phosphino]ferrocene, Rh(COD)2BF4, N1C(N2CCC(C(C3=C2C1=CC=C3)=O)=NO)=O (4,5-dihydro-imidazo[4,5,1-jk][1]benzazepin-2,6,7[1H]-trione-6-oxime). Reagents/catalysts: [B-](F)(F)(F)F.C1/C=C\CC/C=C\C1.C1/C=C\CC/C=C\C1.[Rh] (bis(1,5-cyclooctadiene)rhodium(I)tetrafluoroborate). Solvent: ClCCl (dichloromethane), CO (methanol). Reaction conditions: time 10 minute. Yields the product N[C@@H]1CCN2C3=C([C@H]1O)C=CC=C3NC2=O ((6R,7R)-6-amino-7-hydroxy-4,5,6,7-tetrahydro-imidazo[4,5,1-jk][1]-benzazepin-2 [1H]-one). Reaction SMILES: [NH:1]1[C:10]2=[CH:11][CH:12]=[CH:13][C:8]3=[C:9]2[N:3]([CH2:4][CH2:5][C:6](=[N:15]O)[C:7]3=[O:14])[C:2]1=[O:17]>ClCCl.CO.[B-](F)(F)(F)F.C1CC=CCCC=C1.C1CC=CCCC=C1.[Rh]>[NH2:15][C@H:6]1[C@H:7]([OH:14])[C:8]2[CH:13]=[CH:12][CH:11]=[C:10]3[NH:1][C:2](=[O:17])[N:3]([C:9]=23)[CH2:4][CH2:5]1 |f:3.4.5.6|. Reported procedure: A catalyst solution was prepared by dissolving (R,R)-(+)-2,2′-bis[(S)—(N,N-dimethylamino)(phenyl)methyl]-1,1′-bis[di(3,5-dimethyl-4-methoxyphenyl)phosphino]ferrocene (52.6 mg; 0.05 mmol; identified above as Ligand Formula (A-1B)) and bis(1,5-cyclooctadiene)rhodium(I)tetrafluoroborate (20.4 mg; 0.05 mmol; also known as “Rh(COD)2BF4”) in dichloromethane (1 ml) under argon, and then stirring the resulting mixture at room temperature for 10 min. In parallel, 4,5-dihydro-imidazo[4,5,1-jk][1]benzazepi... The reactants are BrCCC1=CC=CC=C1 (2-bromoethylbenzene), COCC1(CCNCC1)N(C(CC)=O)C1=CC=CC=C1 (N-[4-(methoxymethyl)-4-piperidinyl]-N-phenylpropanamide), [I-].[K+] (potassium iodide), C([O-])([O-])=O.[Na+].[Na+] (sodium carbonate). The solvent is CC(CC(C)=O)C (4-methyl-2-pentanone). Product: COCC1(CCN(CC1)CCC1=CC=CC=C1)N(C(CC)=O)C1=CC=CC=C1 (N-[4-(methoxymethyl)-1-(2-phenylethyl)-4-piperidinyl]-N-phenylpropanamide). Reaction SMILES: Br[CH2:2][CH2:3][C:4]1[CH:9]=[CH:8][CH:7]=[CH:6][CH:5]=1.[CH3:10][O:11][CH2:12][C:13]1([N:19]([C:24]2[CH:29]=[CH:28][CH:27]=[CH:26][CH:25]=2)[C:20](=[O:23])[CH2:21][CH3:22])[CH2:18][CH2:17][NH:16][CH2:15][CH2:14]1.[I-].[K+].C(=O)([O-])[O-].[Na+].[Na+]>CC(C)CC(=O)C>[CH3:10][O:11][CH2:12][C:13]1([N:19]([C:24]2[CH:25]=[CH:26][CH:27]=[CH:28][CH:29]=2)[C:20](=[O:23])[CH2:21][CH3:22])[CH2:18][CH2:17][N:16]([CH2:2][CH2:3][C:4]2[CH:9]=[CH:8][CH:7]=[CH:6][CH:5]=2)[CH2:15][CH2:14]1 |f:2.3,4.5.6|. Procedure: A mixture of 3.1 parts of 2-bromoethylbenzene, 4.1 parts of N-[4-(methoxymethyl)-4-piperidinyl]-N-phenylpropanamide, 0.1 parts of potassium iodide. 2.4 parts of sodium carbonate and 80 parts of 4-methyl-2-pentanone is stirred and refluxed for 48 hours. The reaction mixture is poured onto water and the whole is shaken thoroughly. The organic phase is separated, washed with water, dried, filtered and evaporated. The oily residue is purified by column-chromatography over silicagel using a mixture o... Reactants: N1(CCCC2=CC=CC=C12)S(=O)(=O)C1=CC=C(C(=O)O)C=C1 (4-(3,4-dihydroquinolin-1(2H)-ylsulfonyl)benzoic acid), NC=1C=C(C#N)C=CC1 (3-aminobenzonitrile). Product: C(#N)C=1C=C(C=CC1)NC(C1=CC=C(C=C1)S(=O)(=O)N1CCCC2=CC=CC=C12)=O (N-(3-cyanophenyl)-4-(3,4-dihydroquinolin-1(2H)-ylsulfonyl)benzamide). RXN SMILES: [N:1]1([S:11]([C:14]2[CH:22]=[CH:21][C:17]([C:18]([OH:20])=O)=[CH:16][CH:15]=2)(=[O:13])=[O:12])[C:10]2[C:5](=[CH:6][CH:7]=[CH:8][CH:9]=2)[CH2:4][CH2:3][CH2:2]1.[NH2:23][C:24]1[CH:25]=[C:26]([CH:29]=[CH:30][CH:31]=1)[C:27]#[N:28]>>[C:27]([C:26]1[CH:25]=[C:24]([NH:23][C:18](=[O:20])[C:17]2[CH:16]=[CH:15][C:14]([S:11]([N:1]3[C:10]4[C:5](=[CH:6][CH:7]=[CH:8][CH:9]=4)[CH2:4][CH2:3][CH2:2]3)(=[O:13])=[O:12])=[CH:22][CH:21]=2)[CH:31]=[CH:30][CH:29]=1)#[N:28]. Procedure: 4-(3,4-dihydroquinolin-1(2H)-ylsulfonyl)benzoic acid (1) (100 mg, 0.32 mmol) was treated with 3-aminobenzonitrile (29 mg, 0.24 mmol) using method B. The residue was purified using flash chromatography eluting with 0-30% EtOAc in hexanes. The resulting solid was triturated with dichloromethane/hexanes to give N-(3-cyanophenyl)-4-(3,4-dihydroquinolin-1(2H)-ylsulfonyl)benzamide as a white solid. Yield: 12 mg (12%). 1H-NMR: 10.76 (s, 1H), 8.23-8.20 (m, 1H), 8.07 (d, J=8.5 Hz, 2H), 8.03-7.98 (m, 1H),...